Dataset: the Open Reaction Database (ORD), a public repository of structured organic reaction records. Task: describe an organic reaction: reactants, conditions, products, and yield Starting materials: O=C(C=CC=CC1=CC=C(C(=O)O)C=C1)C1=CC=CC=C1 (4-(5-Oxo-5-phenyl-penta-1,3-dienyl)-benzoic acid), OS(=O)(=O)O (H2SO4). Reagents/catalysts: [Pd] (palladium on carbon). Solvent: C(C)O (ethanol). Run at time 4 hour. Product: C1(=CC=CC=C1)CCCCCC1=CC=C(C(=O)O)C=C1 (4-(5-Phenyl-pentyl)-benzoic acid). The yield is 53.7%. As a reaction SMILES: O=[C:2]([C:16]1[CH:21]=[CH:20][CH:19]=[CH:18][CH:17]=1)[CH:3]=[CH:4][CH:5]=[CH:6][C:7]1[CH:15]=[CH:14][C:10]([C:11]([OH:13])=[O:12])=[CH:9][CH:8]=1.OS(O)(=O)=O>C(O)C.[Pd]>[C:16]1([CH2:2][CH2:3][CH2:4][CH2:5][CH2:6][C:7]2[CH:8]=[CH:9][C:10]([C:11]([OH:13])=[O:12])=[CH:14][CH:15]=2)[CH:17]=[CH:18][CH:19]=[CH:20][CH:21]=1. Reported procedure: 4-(5-Oxo-5-phenyl-penta-1,3-dienyl)-benzoic acid (13.9 g, 50 mmol) is dissolved in ethanol (280 mL). Concentrated H2SO4 (1 mL) and 5% palladium on carbon (2.8 g) are added and the mixture hydrogenated at 50° C. and 60 psi for 4 h. The reaction is filtered, diluted with water (1000 mL), and extracted several times with diethyl ether. The combined organic extracts are washed with 2 N NaOH. The aqueous portion is acidified with concentrated hydrochloric acid and extracted with diethyl ether. The et... The reactants are C(C)C1=CC(=C(C(=O)OC)C=C1)OC (Methyl 4-ethyl-2-methoxybenzoate). Run in [OH-].[Na+] (NaOH). Run at temperature 60 celsius, time 8 hour. The product is C(C)C1=CC(=C(C(=O)O)C=C1)OC (4-ethyl-2-methoxybenzoic acid). The yield is 97.0%. As a reaction SMILES: [CH2:1]([C:3]1[CH:12]=[CH:11][C:6]([C:7]([O:9]C)=[O:8])=[C:5]([O:13][CH3:14])[CH:4]=1)[CH3:2]>[OH-].[Na+]>[CH2:1]([C:3]1[CH:12]=[CH:11][C:6]([C:7]([OH:9])=[O:8])=[C:5]([O:13][CH3:14])[CH:4]=1)[CH3:2] |f:1.2|. Reported procedure: Methyl 4-ethyl-2-methoxybenzoate (example 18c) (2.01 g, 10.3 mmol) was suspended in 1M aq. NaOH (40 mL) and the mixture was stirred at 60° C. overnight. The reaction mixture was cooled to rt and washed with hexanes. The aqueous layer was then separated and acidified with 6N HCl to pH 2. A white precipitate was collected washed with water and dried to give 4-ethyl-2-methoxybenzoic acid (1.8 g, 97%) as a white solid. 1H NMR (300 MHz, dMSO): δ 1.16-1.20 (t, 3H), 2.60-2.65 (dd, 2H), 3.80 (s, 3H), 6.... Reactants: C1CNCCN2C1=CC=1C=CC=CC21 (2,3,4,5-tetrahydro-1H-[1,4]diazepino[1,7-a]indole), C([O-])([O-])=O.[K+].[K+] (potassium carbonate), BrCC (bromoethane). Run in C(C)#N (acetonitrile). Reaction conditions: temperature 40 celsius, time 22 hour. The product is C(C)N1CCN2C(=CC=3C=CC=CC23)CC1 (3-ethyl-2,3,4,5-tetrahydro-1H-[1,4]diazepino[1,7-a]indole). As a reaction SMILES: [CH2:1]1[C:7]2=[CH:8][C:9]3[CH:10]=[CH:11][CH:12]=[CH:13][C:14]=3[N:6]2[CH2:5][CH2:4][NH:3][CH2:2]1.C(=O)([O-])[O-].[K+].[K+].Br[CH2:22][CH3:23]>C(#N)C>[CH2:22]([N:3]1[CH2:2][CH2:1][C:7]2=[CH:8][C:9]3[CH:10]=[CH:11][CH:12]=[CH:13][C:14]=3[N:6]2[CH2:5][CH2:4]1)[CH3:23] |f:1.2.3|. Procedure details: A solution of 2,3,4,5-tetrahydro-1H-[1,4]diazepino[1,7-a]indole (280 mg, 1.5 mmol) in acetonitrile (15 mL) is treated with powdered potassium carbonate (622 mg, 4.5 mmol) and bromoethane (0.12 mL, 1.65 mmol, filtered through a pad of celite). The resulting milky suspenesion is heated to 40° C. After 22 hrs, the volatiles are removed under reduced pressure, diluted with water (20 mL), and extracted twice with ethyl acetate (20 mL). The combined organics are washed with brine (20 mL), dried over M...